Dataset: the Open Reaction Database (ORD), a public repository of structured organic reaction records. Task: describe an organic reaction: reactants, conditions, products, and yield Reaction SMILES: [CH3:1][S:2]([Cl:3])(=[O:4])=[O:5].[Cl:43][CH2:44][Cl:45].[Cl:6][c:7]1[n:8][cH:9][cH:10][c:11](-[c:13]2[c:14](-[c:24]3[c:25]([F:42])[c:26]([NH:30][S:31](=[O:32])(=[O:33])[c:34]4[c:35]([F:41])[cH:36][cH:37][c:38]([F:40])[cH:39]4)[cH:27][cH:28][cH:29]3)[n:15][c:16]([N:18]3[CH2:19][CH2:20][NH:21][CH2:22][CH2:23]3)[s:17]2)[n:12]1>>[CH3:1][S:2](=[O:4])(=[O:5])[N:21]1[CH2:20][CH2:19][N:18]([c:16]2[n:15][c:14](-[c:24]3[c:25]([F:42])[c:26]([NH:30][S:31](=[O:32])(=[O:33])[c:34]4[c:35]([F:41])[cH:36][cH:37][c:38]([F:40])[cH:39]4)[cH:27][cH:28][cH:29]3)[c:13](-[c:11]3[cH:10][cH:9][n:8][c:7]([Cl:6])[n:12]3)[s:17]2)[CH2:23][CH2:22]1. Starting materials: CS(=O)(=O)Cl, ClCCl, O=S(=O)(Nc1cccc(-c2nc(N3CCNCC3)sc2-c2ccnc(Cl)n2)c1F)c1cc(F)ccc1F. The product is CS(=O)(=O)N1CCN(c2nc(-c3cccc(NS(=O)(=O)c4cc(F)ccc4F)c3F)c(-c3ccnc(Cl)n3)s2)CC1. Starting materials: C(C)S(=O)(=O)CCC(=O)NNC(=O)N1C2=C(OC3=C(C1)C=CC=C3)C=CC(=C2)N (8-aminodibenz[b,f][1,4]oxazepine-10(11 H)-carboxylic acid, 2-[3-(ethylsulfonyl)-1-oxopropyl]hydrazide), ice water, CS(=O)(=O)Cl (methanesulfonyl chloride). Solvent: N1=CC=CC=C1 (pyridine). Reaction conditions: time 2 hour. Product: C(C)S(=O)(=O)CCC(=O)NNC(=O)N1C2=C(OC3=C(C1)C=CC=C3)C=CC(=C2)NS(=O)(=O)C (8-[(methylsulfonyl)amino]dibenz[b,f][1,4]-oxazepine -10(11 H)-carboxylic acid, 2-[3-(ethylsulfonyl)-1-oxopropyl]hydrazide). As a reaction SMILES: [CH2:1]([S:3]([CH2:6][CH2:7][C:8]([NH:10][NH:11][C:12]([N:14]1[CH2:20][C:19]2[CH:21]=[CH:22][CH:23]=[CH:24][C:18]=2[O:17][C:16]2[CH:25]=[CH:26][C:27]([NH2:29])=[CH:28][C:15]1=2)=[O:13])=[O:9])(=[O:5])=[O:4])[CH3:2].[CH3:30][S:31](Cl)(=[O:33])=[O:32]>N1C=CC=CC=1>[CH2:1]([S:3]([CH2:6][CH2:7][C:8]([NH:10][NH:11][C:12]([N:14]1[CH2:20][C:19]2[CH:21]=[CH:22][CH:23]=[CH:24][C:18]=2[O:17][C:16]2[CH:25]=[CH:26][C:27]([NH:29][S:31]([CH3:30])(=[O:33])=[O:32])=[CH:28][C:15]1=2)=[O:13])=[O:9])(=[O:5])=[O:4])[CH3:2]. Procedure details: To a stirred solution of the title compound of Example 13 (1.0 g) in pyridine (15 mL) under nitrogen at approximately 5° C. (ice water bath) was added dropwise via syringe methanesulfonyl chloride (0.28 mL). The ice bath was removed, and the reaction was stirred at ambient temperature for 2 hours. The reaction was then evaporated under vacuum, and the residue was treated with 1 M HCl. The insoluble product was collected by filtration, washed twice with 1 M HCl, and then with water. The solid was... The reactants are N1CCOCC1 (morpholine), C=O (formaldehyde), OC1=C(C=O)C=CC(=C1O)O (2,3,4-trihydroxybenzaldehyde). The solvent is C(C)O (ethanol). Product: OC1=C(C=O)C=C(C(=C1O)O)CN1CCOCC1 (2,3,4-trihydroxy-5-(morpholin-4-ylmethyl)benzaldehyde). Reaction SMILES: [NH:1]1[CH2:6][CH2:5][O:4][CH2:3][CH2:2]1.[CH2:7]=O.[OH:9][C:10]1[C:17]([OH:18])=[C:16]([OH:19])[CH:15]=[CH:14][C:11]=1[CH:12]=[O:13]>C(O)C>[OH:9][C:10]1[C:17]([OH:18])=[C:16]([OH:19])[C:15]([CH2:7][N:1]2[CH2:6][CH2:5][O:4][CH2:3][CH2:2]2)=[CH:14][C:11]=1[CH:12]=[O:13]. Procedure: 20.9 g (0.24 mol) of morpholine were added to 19.2 g (0.24 mol) of a 37% aqueous formaldehyde solution in 140 ml of ethanol. Then 25.0 g (0.16 mol) of 2,3,4-trihydroxybenzaldehyde were added thereto. The reaction mixture was refluxed for one hour, developing a dark brown color. After cooling, a beige-brown solid precipitated out, which was filtered out and dried. Starting materials: COC(CC1(OCC(C2=C1NC1=C(C=CC=C21)CC)=O)CC)=O (1,8-Diethyl-4-oxo-1,3,4,9-tetrahydro-pyrano [3,4-b] indole-1-acetic acid methyl ester), CO3. The solvent is CO.O (MeOH H2O). Product: C(C)C1(OCC(C2=C1NC1=C(C=CC=C21)CC)=O)CC(=O)O (1,8-Diethyl-4-oxo-1,3,4,9-tetrahydro-pyrano-[3,4-b] indole-1-acetic acid). Isolated yield 93.6%. RXN SMILES: C[O:2][C:3](=[O:23])[CH2:4][C:5]1([CH2:21][CH3:22])[C:10]2[NH:11][C:12]3[C:17]([C:9]=2[C:8](=[O:20])[CH2:7][O:6]1)=[CH:16][CH:15]=[CH:14][C:13]=3[CH2:18][CH3:19]>CO.O>[CH2:21]([C:5]1([CH2:4][C:3]([OH:23])=[O:2])[C:10]2[NH:11][C:12]3[C:17]([C:9]=2[C:8](=[O:20])[CH2:7][O:6]1)=[CH:16][CH:15]=[CH:14][C:13]=3[CH2:18][CH3:19])[CH3:22] |f:1.2|. Procedure: A solution of the product produced in step B (1.25 g, 3.9 mmol), K2 CO3 (3.5 g, 25.3 mmol) and 60 ml MeOH/H2O 1:1 was refluxed for 3 h. The methanol was evaporated, and the aqueous residue acidified to pH 1 using 6N HCl. The aqueous phase was extracted with EtOAc. The organic phase was washed with water, dried (MgSO4), and evaporated to produce a crude glass which was recrystallized from EtOAc-hexane to afford 1.1 g of the title compound as a solid, m. p. 198°-201° C.